This data is from the Open Reaction Database (ORD), a public repository of structured organic reaction records. The task is: describe an organic reaction: reactants, conditions, products, and yield The reactants are C1=C(C=CC2=CC=CC=C12)C(=O)O (2-naphthoic acid), C1(=CC(=CC=C1)C)C (m-xylene), S(=O)(Cl)Cl (thionyl chloride). Run in CCOC(=O)C.C(Cl)Cl (EtOAc CH2Cl2). Yields the product creamy white crystals, C1=C(C=CC2=CC=CC=C12)C(=O)Cl (2-naphthoyl chloride). Yield: 100.0%. RXN SMILES: [CH:1]1[C:10]2[C:5](=[CH:6][CH:7]=[CH:8][CH:9]=2)[CH:4]=[CH:3][C:2]=1[C:11]([OH:13])=O.C1(C)C=CC=C(C)C=1.S(Cl)([Cl:24])=O>CCOC(C)=O.C(Cl)Cl>[CH:1]1[C:10]2[C:5](=[CH:6][CH:7]=[CH:8][CH:9]=2)[CH:4]=[CH:3][C:2]=1[C:11]([Cl:24])=[O:13] |f:3.4|. Procedure: In a flame dried rbf charged with nitrogen, a mixture of 2-naphthoic acid (0.516 g, 3 mmol), anhydrous m-xylene (14.83 mL) and thionyl chloride (11 mL) were refluxed for 2 hours. Rf=TLC (SiO2, 5% EtOAc/CH2Cl2) showed reaction was complete. The solvent was removed in vacuo resulting in 0.604 g of creamy white crystals of 2-naphthoyl chloride (100% yield). Fresh anhydrous m-xylene (5 mL) was added to 2-naphthoyl chloride (0.416 g, 2 mmol) and allowed to stir for 5 minutes, then a mixture of 2-amin... Reaction SMILES: [C:1]([CH3:2])([CH3:3])([CH3:4])[O:5][C:6](=[O:7])[N:8]1[CH2:9][CH:10]([CH2:35][OH:36])[CH:11]([CH2:13][N:14]([C:15](=[O:16])[c:17]2[cH:18][cH:19][c:20]3[c:21]([CH3:31])[cH:22][n:23]([CH2:26][CH2:27][CH2:28][O:29][CH3:30])[c:24]3[cH:25]2)[CH:32]([CH3:33])[CH3:34])[CH2:12]1.[CH3:37][C:38]#[N:39].[OH2:40]>>[C:1]([CH3:2])([CH3:3])([CH3:4])[O:5][C:6](=[O:7])[N:8]1[CH2:9][CH:10]([CH:35]=[O:36])[CH:11]([CH2:13][N:14]([C:15](=[O:16])[c:17]2[cH:18][cH:19][c:20]3[c:21]([CH3:31])[cH:22][n:23]([CH2:26][CH2:27][CH2:28][O:29][CH3:30])[c:24]3[cH:25]2)[CH:32]([CH3:33])[CH3:34])[CH2:12]1. Reactants: COCCCn1cc(C)c2ccc(C(=O)N(CC3CN(C(=O)OC(C)(C)C)CC3CO)C(C)C)cc21, CC#N, O. Yields the product COCCCn1cc(C)c2ccc(C(=O)N(CC3CN(C(=O)OC(C)(C)C)CC3C=O)C(C)C)cc21. Reactants: CC(=O)O[BH-](OC(C)=O)OC(C)=O, O=C([O-])O, CCOC(C)=O, CC(=O)O, ClC(Cl)Cl, ClCCl, [Na+], [Na+], O=Cc1ccc[nH]c1=O, Cc1ccc(-c2ccccc2)n1CC1(O)CCNCC1. The product is Cc1ccc(-c2ccccc2)n1CC1(O)CCN(Cc2ccc[nH]c2=O)CC1. Reaction SMILES: [C:30]([O:31][BH-:32]([O:33][C:34](=[O:35])[CH3:36])[O:37][C:38](=[O:39])[CH3:40])(=[O:41])[CH3:42].[C:44](=[O:45])([OH:46])[O-:47].[CH3:56][CH2:57][O:58][C:59](=[O:60])[CH3:61].[CH3:62][C:63](=[O:64])[OH:65].[CH:52]([Cl:53])([Cl:54])[Cl:55].[Cl:49][CH2:50][Cl:51].[Na+:43].[Na+:48].[O:21]=[c:22]1[nH:23][cH:24][cH:25][cH:26][c:27]1[CH:28]=[O:29].[OH:1][C:2]1([CH2:8][n:9]2[c:10](-[c:15]3[cH:16][cH:17][cH:18][cH:19][cH:20]3)[cH:11][cH:12][c:13]2[CH3:14])[CH2:3][CH2:4][NH:5][CH2:6][CH2:7]1>>[OH:1][C:2]1([CH2:8][n:9]2[c:10](-[c:15]3[cH:16][cH:17][cH:18][cH:19][cH:20]3)[cH:11][cH:12][c:13]2[CH3:14])[CH2:3][CH2:4][N:5]([CH2:28][c:27]2[c:22](=[O:21])[nH:23][cH:24][cH:25][cH:26]2)[CH2:6][CH2:7]1.